The task is: describe an organic reaction: reactants, conditions, products, and yield. This data is from the Open Reaction Database (ORD), a public repository of structured organic reaction records. The reactants are N[C@@H](CC(C)C)C(=O)O (L-leucine), C(C1=CC=CC=C1)(C1=CC=CC=C1)OC(=O)N=[N+]=[N-] (benzhydrylazidoformate), [O-2].[Mg+2] (magnesium oxide), O (water). The solvent is O1CCOCC1 (dioxane). Product: C(C1=CC=CC=C1)(C1=CC=CC=C1)OC(=O)N[C@@H](CC(C)C)C(=O)O (N-benzhydryloxycarbonyl-L-leucine). Reaction SMILES: [NH2:1][C@H:2]([C:7]([OH:9])=[O:8])[CH2:3][CH:4]([CH3:6])[CH3:5].[O-2].[Mg+2].O.[CH:13]([O:26][C:27](N=[N+]=[N-])=[O:28])([C:20]1[CH:25]=[CH:24][CH:23]=[CH:22][CH:21]=1)[C:14]1[CH:19]=[CH:18][CH:17]=[CH:16][CH:15]=1>O1CCOCC1>[CH:13]([O:26][C:27]([NH:1][C@H:2]([C:7]([OH:9])=[O:8])[CH2:3][CH:4]([CH3:6])[CH3:5])=[O:28])([C:20]1[CH:21]=[CH:22][CH:23]=[CH:24][CH:25]=1)[C:14]1[CH:19]=[CH:18][CH:17]=[CH:16][CH:15]=1 |f:1.2|. Procedure details: To a mixture consisting of 13.1 g. of L-leucine, 6 g. of magnesium oxide, and 150 ml. of water is added a solution of 25.3 g. of benzhydrylazidoformate in 150 ml. of dioxane, and the resulting mixture is stirred at room temperature for 2 days. It is then filtered, and the filtrate is concentrated to remove the dioxane. The aqueous concentrate is acidified with solid citric acid, and the acidified mixture is extracted with ethyl acetate. The extract is dried and evaporated to dryness to give an o...